Dataset: the Open Reaction Database (ORD), a public repository of structured organic reaction records. Task: describe an organic reaction: reactants, conditions, products, and yield Reactants: O=C(n1ccnc1)n1ccnc1, C1CCOC1, CN(C)CCCN, O=C(O)c1ccc(-c2nnc(CSCCOc3ccc(Cl)cc3Cl)o2)cc1. Product: CN(C)CCCNC(=O)c1ccc(-c2nnc(CSCCOc3ccc(Cl)cc3Cl)o2)cc1. RXN SMILES: [C:28]([n:29]1[cH:30][cH:31][n:32][cH:33]1)([n:34]1[cH:35][cH:36][n:37][cH:38]1)=[O:39].[CH2:47]1[O:48][CH2:49][CH2:50][CH2:51]1.[CH3:40][N:41]([CH2:42][CH2:43][CH2:44][NH2:45])[CH3:46].[Cl:1][c:2]1[c:3]([O:4][CH2:5][CH2:6][S:7][CH2:8][c:9]2[n:10][n:11][c:12](-[c:14]3[cH:15][cH:16][c:17]([C:18](=[O:19])[OH:20])[cH:21][cH:22]3)[o:13]2)[cH:23][cH:24][c:25]([Cl:27])[cH:26]1>>[Cl:1][c:2]1[c:3]([O:4][CH2:5][CH2:6][S:7][CH2:8][c:9]2[n:10][n:11][c:12](-[c:14]3[cH:15][cH:16][c:17]([C:18](=[O:20])[NH:45][CH2:44][CH2:43][CH2:42][N:41]([CH3:40])[CH3:46])[cH:21][cH:22]3)[o:13]2)[cH:23][cH:24][c:25]([Cl:27])[cH:26]1. The reactants are C(C1=CC=CC=C1)OCCO (2-(benzyloxy)ethanol), [H-].[Na+] (sodium hydride), ClCC(=O)O (chloroacetic acid). Solvent: CN(C(C)=O)C (N,N-dimethylacetamide), oil, CN(C(C)=O)C (N,N-dimethylacetamide). Run at time 15 minute. Yields the product C(C1=CC=CC=C1)OCCOCC(=O)O ([2-(benzyloxy)ethoxy]acetic acid). Isolated yield 102.4%. Reaction SMILES: [H-].[Na+].[CH2:3]([O:10][CH2:11][CH2:12][OH:13])[C:4]1[CH:9]=[CH:8][CH:7]=[CH:6][CH:5]=1.Cl[CH2:15][C:16]([OH:18])=[O:17]>CN(C)C(=O)C>[CH2:3]([O:10][CH2:11][CH2:12][O:13][CH2:15][C:16]([OH:18])=[O:17])[C:4]1[CH:9]=[CH:8][CH:7]=[CH:6][CH:5]=1 |f:0.1|. Reported procedure: Sixty % sodium hydride in oil (6.80 g) is suspended in N,N-dimethylacetamide (80 ml) and a solution of 2-(benzyloxy)ethanol (12.9 g) in N,N-dimethylacetamide (50 ml) is added dropwise to the mixture over 10 minutes under ice-cooling. After stirring at room temperature for 15 minutes, the reaction solution is cooled with ice, and thereto is added chloroacetic acid (8.13 g) in small portions. The mixture is then stirred at room temperature for 11 hours. The reaction solution is concentrated under ... Reactants: COC1=CC=C2C(=C3N(C2=C1)CCCC3=NO)C (6,7,8,9-tetrahydro-3-methoxy-10-methylpyrido[1,2-a]indol-9-one oxime), [OH-].[Na+] (sodium hydroxide), ice water, [Cl-].[Na+] (sodium chloride). The solvent is C(C)O (ethanol). Reaction conditions: temperature 45 celsius, time 18 hour. Product: COC1=CC=C2C(=C3N(C2=C1)CCCC3N)C (6,7,8,9-Tetrahydro-3-methoxy-10-methylpyrido[1,2-a]indol-9-amine). Isolated yield 90.2%. As a reaction SMILES: [CH3:1][O:2][C:3]1[CH:11]=[C:10]2[C:6]([C:7]([CH3:18])=[C:8]3[C:15](=[N:16]O)[CH2:14][CH2:13][CH2:12][N:9]32)=[CH:5][CH:4]=1.[OH-].[Na+].[Cl-].[Na+]>C(O)C>[CH3:1][O:2][C:3]1[CH:11]=[C:10]2[C:6]([C:7]([CH3:18])=[C:8]3[CH:15]([NH2:16])[CH2:14][CH2:13][CH2:12][N:9]32)=[CH:5][CH:4]=1 |f:1.2,3.4|. Procedure details: A solution of 6,7,8,9-tetrahydro-3-methoxy-10-methylpyrido[1,2-a]indol-9-one oxime (2.2 g, 9 mmol) in ethanol (50 mL) containing 10% sodium hydroxide (36 mL) was treated with Raney alloy (3.15 g) at 35° C. over 20 minutes. The reaction mixture was stirred at 45° C. for 18 hours, then poured into ice water (100 mL), saturated with sodium chloride. The product was extracted with ether (3×75 mL), dried and evaporated. The residue was dissolved in toluene (30 mL), and extracted with 3% hydrochloric ... The reactants are C(#N)C(C(=O)N(C)C=1SC(=NN1)C=1C=NC=C(C1)F)(CSC)C (2-cyano-N-[5-(5-fluoro-3-pyridyl)-1,3,4-thiadiazol-2-yl]-N,2-dimethyl-3-methylsulfanyl-propanamide), [H][H] (hydrogen). Reagents/catalysts: [Pt]=O (platinum oxide). The solvent is C(C)(=O)O (acetic acid). Yields the product NCC(C(=O)N(C)C=1SC(=NN1)C=1C=NC=C(C1)F)(CSC)C (2-(aminomethyl)-N-[5-(5-fluoro-3-pyridyl)-1,3,4-thiadiazol-2-yl]-N,2-dimethyl-3-methylsulfanyl-propanamide). RXN SMILES: [C:1]([C:3]([CH3:23])([CH2:20][S:21][CH3:22])[C:4]([N:6]([C:8]1[S:9][C:10]([C:13]2[CH:14]=[N:15][CH:16]=[C:17]([F:19])[CH:18]=2)=[N:11][N:12]=1)[CH3:7])=[O:5])#[N:2].[H][H]>C(O)(=O)C.[Pt]=O>[NH2:2][CH2:1][C:3]([CH3:23])([CH2:20][S:21][CH3:22])[C:4]([N:6]([C:8]1[S:9][C:10]([C:13]2[CH:14]=[N:15][CH:16]=[C:17]([F:19])[CH:18]=2)=[N:11][N:12]=1)[CH3:7])=[O:5]. Procedure details: A suspension of 2-cyano-N-[5-(5-fluoro-3-pyridyl)-1,3,4-thiadiazol-2-yl]-N,2-dimethyl-3-methylsulfanyl-propanamide (157 mg, 0.4 mmol) and platinum oxide (131 mg, 0.6 mmol) in glacial acetic acid (8 mL) was reduced under 45 psi of hydrogen at room temperature for 16 hours, filtered through Celite and concentrated under reduced pressure. The residue was treated with saturated aqueous sodium bicarbonate (30 mL) and extracted with ethyl acetate (3×50 mL). Organic extracts were concentrated under red... Starting materials: ClC1=NC(=NC(=C1)Cl)NC (4,6-Dichloro-N-methyl-2-pyrimidinamine), C1(CCCCC1)NC(=O)[C@@H]1CN[C@@H](CO1)CC ((2S,5R)—N-cyclohexyl-5-ethyl-2-morpholinecarboxamide), CCN(C(C)C)C(C)C (Hunig's base). Run in O (water), CC#N (CH3CN). Reaction conditions: temperature 100 celsius. Product: ClC1=CC(=NC(=N1)NC)N1C[C@H](OC[C@H]1CC)C(=O)NC1CCCCC1 ((2S,5R)-4-[6-Chloro-2-(methylamino)-4-pyrimidinyl]-N-cyclohexyl-5-ethyl-2-morpholinecarboxamide). The yield is 100.0%. RXN SMILES: Cl[C:2]1[CH:7]=[C:6]([Cl:8])[N:5]=[C:4]([NH:9][CH3:10])[N:3]=1.[CH:11]1([NH:17][C:18]([C@H:20]2[O:25][CH2:24][C@@H:23]([CH2:26][CH3:27])[NH:22][CH2:21]2)=[O:19])[CH2:16][CH2:15][CH2:14][CH2:13][CH2:12]1.CCN(C(C)C)C(C)C>CC#N.O>[Cl:8][C:6]1[N:5]=[C:4]([NH:9][CH3:10])[N:3]=[C:2]([N:22]2[C@H:23]([CH2:26][CH3:27])[CH2:24][O:25][C@H:20]([C:18]([NH:17][CH:11]3[CH2:16][CH2:15][CH2:14][CH2:13][CH2:12]3)=[O:19])[CH2:21]2)[CH:7]=1. Procedure: 4,6-Dichloro-N-methyl-2-pyrimidinamine (0.141 g, 0.791 mmol) was added to a 20 mL microwave vial followed by the addition of (2S,5R)—N-cyclohexyl-5-ethyl-2-morpholinecarboxamide (0.190 g, 0.791 mmol) in CH3CN (5 mL) and Hunig's base (0.690 mL, 3.95 mmol). The reaction was irradiated at 150° C. for 10 minutes. The reaction was left in the 20 mL sealed microwave vessel and heated to 100° C. over the weekend. The reaction mixture was diluted with water and extracted with EtOAc (2×). The organic lay... Starting materials: BrC1=CC=C(C[C@H]2S(N=C(OC2(C)C)NC23CC4(CC3CC(C2)C4)C(=O)N)(=O)=O)C=C1 (3a-[(R)-5-(4-bromobenzyl)-6,6-dimethyl-4,4-dioxo-5,6-dihydro-4H-4lambda6-[1,4,3]oxathiazin-2-ylamino]hexahydro-2,5-methanopentalene-2-carboxamide), [H][H] (hydrogen). Reagents/catalysts: [Pd] (palladium on charcoal). The solvent is C(C)O (ethanol). Yields the product C(C1=CC=CC=C1)[C@H]1S(N=C(OC1(C)C)NC12CC3(CC2CC(C1)C3)C(=O)N)(=O)=O (3a-((R)-5-benzyl-6,6-dimethyl-4,4-dioxo-5,6-dihydro-4H-4lambda6-[1,4,3]oxathiazin-2-ylamino)hexahydro-2,5-methanopentalene-2-carboxamide). The yield is 48.8%. Reaction SMILES: Br[C:2]1[CH:31]=[CH:30][C:5]([CH2:6][C@@H:7]2[C:12]([CH3:14])([CH3:13])[O:11][C:10]([NH:15][C:16]34[CH2:23][CH:22]5[CH2:24][C:18]([C:25]([NH2:27])=[O:26])([CH2:19][CH:20]3[CH2:21]5)[CH2:17]4)=[N:9][S:8]2(=[O:29])=[O:28])=[CH:4][CH:3]=1.[H][H]>C(O)C.[Pd]>[CH2:6]([C@@H:7]1[C:12]([CH3:14])([CH3:13])[O:11][C:10]([NH:15][C:16]23[CH2:23][CH:22]4[CH2:24][C:18]([C:25]([NH2:27])=[O:26])([CH2:19][CH:20]2[CH2:21]4)[CH2:17]3)=[N:9][S:8]1(=[O:28])=[O:29])[C:5]1[CH:30]=[CH:31][CH:2]=[CH:3][CH:4]=1. Procedure details: 3a-[(R)-5-(4-bromobenzyl)-6,6-dimethyl-4,4-dioxo-5,6-dihydro-4H-4lambda6-[1,4,3]oxathiazin-2-ylamino]hexahydro-2,5-methanopentalene-2-carboxamide (80 mg) was dissolved in ethanol and stirred in a hydrogen atmosphere (5 bar) in the presence of palladium on charcoal (10%) for 30 min. The solution was filtered and concentrated. Purification was effected by preparative HPLC. This gave the product (33 mg) with a molecular weight of 431.5 g/mol (C22H29N3O4S), MS (ESI): (M+H+) 432.5 g/mol. The reactants are CCCCO, CCOC(C)=O, CS(=O)(=O)Nc1ccc(CNC(=O)C=Cc2ccc(C(F)(F)F)nc2Cl)cc1F, [K+], [K+], O=C([O-])[O-]. Yields the product CCCCOc1nc(C(F)(F)F)ccc1C=CC(=O)NCc1ccc(NS(C)(=O)=O)c(F)c1. As a reaction SMILES: [CH2:36]([CH2:37][CH2:38][CH3:39])[OH:40].[CH3:41][CH2:42][O:43][C:44]([CH3:45])=[O:46].[Cl:1][c:2]1[n:3][c:4]([C:26]([F:27])([F:28])[F:29])[cH:5][cH:6][c:7]1[CH:8]=[CH:9][C:10](=[O:11])[NH:12][CH2:13][c:14]1[cH:15][c:16]([F:25])[c:17]([NH:20][S:21](=[O:22])(=[O:23])[CH3:24])[cH:18][cH:19]1.[K+:30].[K+:31].[O-:32][C:33]([O-:34])=[O:35]>>[c:2]1([O:40][CH2:36][CH2:37][CH2:38][CH3:39])[n:3][c:4]([C:26]([F:27])([F:28])[F:29])[cH:5][cH:6][c:7]1[CH:8]=[CH:9][C:10](=[O:11])[NH:12][CH2:13][c:14]1[cH:15][c:16]([F:25])[c:17]([NH:20][S:21](=[O:22])(=[O:23])[CH3:24])[cH:18][cH:19]1. The reactants are BrC=1C=C(C=CC1)C1(N=C(OC1)N)C1=CC(=C(C=C1)OC(F)F)C ((RS)-4-(3-bromo-phenyl)-4-(4-difluoromethoxy-3-methyl-phenyl)-4,5-dihydro-oxazol-2-ylamine), FC(OC=1C=C(C=CC1)B(O)O)F (3-(difluoromethoxy)-benzeneboronic acid), C1(=CC=CC=C1)P(C1=CC=CC=C1)C1=CC=CC=C1 (triphenylphosphine), C([O-])([O-])=O.[Na+].[Na+] (sodium carbonate). The reagents and catalysts are C(C)(=O)[O-].[Pd+2].C(C)(=O)[O-] (palladium(II) acetate). Solvent: COCCOC (1,2-dimethoxyethane). Run at temperature 100 celsius. The product is FC(OC=1C=C(C=CC1)C1=CC(=CC=C1)C1(N=C(OC1)N)C1=CC(=C(C=C1)OC(F)F)C)F ((RS)-4-(3′-difluoromethoxy-biphenyl-3-yl)-4-(4-difluoromethoxy-3-methyl-phenyl)-4,5-dihydro-oxazol-2-ylamine). Yield: 31.1%. As a reaction SMILES: Br[C:2]1[CH:3]=[C:4]([C:8]2([C:14]3[CH:19]=[CH:18][C:17]([O:20][CH:21]([F:23])[F:22])=[C:16]([CH3:24])[CH:15]=3)[CH2:12][O:11][C:10]([NH2:13])=[N:9]2)[CH:5]=[CH:6][CH:7]=1.[F:25][CH:26]([F:37])[O:27][C:28]1[CH:29]=[C:30](B(O)O)[CH:31]=[CH:32][CH:33]=1.C1(P(C2C=CC=CC=2)C2C=CC=CC=2)C=CC=CC=1.C(=O)([O-])[O-].[Na+].[Na+]>C([O-])(=O)C.[Pd+2].C([O-])(=O)C.COCCOC>[F:25][CH:26]([F:37])[O:27][C:28]1[CH:33]=[C:32]([C:2]2[CH:7]=[CH:6][CH:5]=[C:4]([C:8]3([C:14]4[CH:19]=[CH:18][C:17]([O:20][CH:21]([F:22])[F:23])=[C:16]([CH3:24])[CH:15]=4)[CH2:12][O:11][C:10]([NH2:13])=[N:9]3)[CH:3]=2)[CH:31]=[CH:30][CH:29]=1 |f:3.4.5,6.7.8|. Procedure: A dried pressure tube was charged with (RS)-4-(3-bromo-phenyl)-4-(4-difluoromethoxy-3-methyl-phenyl)-4,5-dihydro-oxazol-2-ylamine (Building Block S) (131 mg, 0.3 mmol), 3-(difluoromethoxy)-benzeneboronic acid (93 mg, 0.5 mmol), triphenylphosphine (18 mg, 0.1 mmol), 2 N sodium carbonate solution (0.5 mL), and 1,2-dimethoxyethane (3 mL). The mixture was purged with nitrogen before palladium(II) acetate (7 mg, 0.03 mmol) was added. The sealed pressure tube was heated at 100° C. for 15 hours. For th...